From a dataset of the Open Reaction Database (ORD), a public repository of structured organic reaction records. describe an organic reaction: reactants, conditions, products, and yield As a reaction SMILES: [CH3:1][C:2]1[O:6][N:5]=[C:4]([C:7]2[CH:12]=[CH:11][CH:10]=[CH:9][CH:8]=2)[C:3]=1[C:13]1[N:14]=[C:15]2[CH:20]=[C:19]([C:21](O)=[O:22])[CH:18]=[CH:17][N:16]2[CH:24]=1.[CH2:25]([NH2:28])[C:26]#[CH:27]>>[CH2:25]([NH:28][C:21]([C:19]1[CH:18]=[CH:17][N:16]2[CH:24]=[C:13]([C:3]3[C:4]([C:7]4[CH:12]=[CH:11][CH:10]=[CH:9][CH:8]=4)=[N:5][O:6][C:2]=3[CH3:1])[N:14]=[C:15]2[CH:20]=1)=[O:22])[C:26]#[CH:27]. The reactants are CC1=C(C(=NO1)C1=CC=CC=C1)C=1N=C2N(C=CC(=C2)C(=O)O)C1 (2-(5-methyl-3-phenyl-isoxazol-4-yl)-imidazo[1,2-a]pyridine-7-carboxylic acid), C(C#C)N (propargylamine). Product: C(C#C)NC(=O)C1=CC=2N(C=C1)C=C(N2)C=2C(=NOC2C)C2=CC=CC=C2 (2-(5-Methyl-3-phenyl-isoxazol-4-yl)-imidazo[1,2-a]pyridine-7-carboxylic acid prop-2-ynylamide). Procedure: As described for Example 11b, 2-(5-methyl-3-phenyl-isoxazol-4-yl)-imidazo[1,2-a]pyridine-7-carboxylic acid (64 mg, 0.2 mmol) was converted, using propargylamine instead of aminomethylcyclopropane, to the title compound (45 mg, 63%) which was obtained as a white solid. MS: m/e=357.1 [M+H]+. Isolated yield 63.0%. Reactants: FC1=CC=C(OC2=CC=C(C=C2)C(C)=O)C=C1 (1-[4-(4-fluorophenoxy)phenyl]ethanone), BrBr (Bromine). Run in C(C)O (ethanol). Conditions: time 2 hour. Yields the product BrCC(=O)C1=CC=C(C=C1)OC1=CC=C(C=C1)F (2-bromo-1-[4-(4-fluorophenoxy)phenyl]ethanone). RXN SMILES: [F:1][C:2]1[CH:17]=[CH:16][C:5]([O:6][C:7]2[CH:12]=[CH:11][C:10]([C:13](=[O:15])[CH3:14])=[CH:9][CH:8]=2)=[CH:4][CH:3]=1.[Br:18]Br>C(O)C>[Br:18][CH2:14][C:13]([C:10]1[CH:11]=[CH:12][C:7]([O:6][C:5]2[CH:16]=[CH:17][C:2]([F:1])=[CH:3][CH:4]=2)=[CH:8][CH:9]=1)=[O:15]. Procedure details: A solution of 1-[4-(4-fluorophenoxy)phenyl]ethanone (17.7 g, 0.077 mol) in 220 ml of ethanol is cooled down to approximately 0° C. Bromine (4.8 ml, 0.096 mol) is added dropwise with a syringe. The temperature is allowed to return to ambient temperature, followed by stirring for 2 hours. After evaporation of the solvent then stirring for 10 hours in isopentane, the residue is filtered on frit and dried under a vacuum chamber bell jar. A beige-coloured powder is obtained.